Dataset: the Open Reaction Database (ORD), a public repository of structured organic reaction records. Task: describe an organic reaction: reactants, conditions, products, and yield The reactants are CN(C)Cc1cccc(CSCCN)c1, CCO, COc1ccnc(Cc2cnc(N[N+](=O)[O-])[nH]c2=O)c1. The product is COc1ccnc(Cc2cnc(NCCSCc3cccc(CN(C)C)c3)[nH]c2=O)c1. As a reaction SMILES: [CH3:1][N:2]([CH3:3])[CH2:4][c:5]1[cH:6][c:7]([CH2:8][S:9][CH2:10][CH2:11][NH2:12])[cH:13][cH:14][cH:15]1.[CH3:36][CH2:37][OH:38].[N+:16]([NH:17][c:20]1[n:21][cH:22][c:23]([CH2:27][c:28]2[n:29][cH:30][cH:31][c:32]([O:34][CH3:35])[cH:33]2)[c:24](=[O:26])[nH:25]1)([O-:18])=[O:19]>>[CH3:1][N:2]([CH3:3])[CH2:4][c:5]1[cH:6][c:7]([CH2:8][S:9][CH2:10][CH2:11][NH:12][c:20]2[n:21][cH:22][c:23]([CH2:27][c:28]3[n:29][cH:30][cH:31][c:32]([O:34][CH3:35])[cH:33]3)[c:24](=[O:26])[nH:25]2)[cH:13][cH:14][cH:15]1. Reactants: ClCCNCCCl, Cl, O=S(=O)(Cl)Nc1ccccc1, Cc1ccccc1C. Product: O=S(=O)(Nc1ccccc1)N(CCCl)CCCl. As a reaction SMILES: [Cl:13][CH2:14][CH2:15][NH:16][CH2:17][CH2:18][Cl:19].[ClH:12].[c:1]1([NH:7][S:8](=[O:9])(=[O:10])[Cl:11])[cH:2][cH:3][cH:4][cH:5][cH:6]1.[c:20]1([CH3:21])[c:22]([CH3:23])[cH:24][cH:25][cH:26][cH:27]1>>[c:1]1([NH:7][S:8](=[O:9])(=[O:10])[N:16]([CH2:15][CH2:14][Cl:13])[CH2:17][CH2:18][Cl:19])[cH:2][cH:3][cH:4][cH:5][cH:6]1. Reactants: C(#N)C1=NC=CC=C1SC (2-Cyano-3-methylthiopyridine), Cl (HCl). The reagents and catalysts are [Pd] (palladium on carbon). Run in CO (methanol). The product is Cl.Cl.NCC1=NC=CC=C1SC (2-Aminomethyl-3-methylthiopyridine Dihydrochloride). As a reaction SMILES: [C:1]([C:3]1[C:8]([S:9][CH3:10])=[CH:7][CH:6]=[CH:5][N:4]=1)#[N:2].[ClH:11]>CO.[Pd]>[ClH:11].[ClH:11].[NH2:2][CH2:1][C:3]1[C:8]([S:9][CH3:10])=[CH:7][CH:6]=[CH:5][N:4]=1 |f:4.5.6|. Reported procedure: A stirred solution of 659 mg (4.39 mmol) of 2-cyano-3-methylthiopyridine 3-1 in 25 mL of methanol and 5 mL of 6M aq. HCl was hydrogenated over 659 mg of 10% palladium on carbon at 55 psi for 5 h. The catalyst was removed by filtration and the solvents concentrated at reduced pressure. The resulting material was diluted with methanol and concentrated (2×) to give 3-2 as an off-white solid: 1H NMR (CD3OD): δ 2.58 (s, 3H), 4.28 (s, 2H), 7.43 (m, 1H), 7.86 (dd, J 1.3 and 8.1 Hz, 1H), 8.43 (dd, J=1.3...